From a dataset of the Open Reaction Database (ORD), a public repository of structured organic reaction records. describe an organic reaction: reactants, conditions, products, and yield As a reaction SMILES: C(O[C:6]([N:8]1[CH2:13][CH2:12][CH:11]([O:14][C:15]2[CH:20]=[CH:19][C:18]([NH:21][CH2:22][CH2:23][CH2:24][CH2:25][CH2:26][CH3:27])=[CH:17][CH:16]=2)[CH2:10][CH2:9]1)=O)(C)(C)C.[H-].[Al+3].[Li+].[H-].[H-].[H-].O>O1CCCC1>[CH2:22]([NH:21][C:18]1[CH:19]=[CH:20][C:15]([O:14][CH:11]2[CH2:10][CH2:9][N:8]([CH3:6])[CH2:13][CH2:12]2)=[CH:16][CH:17]=1)[CH2:23][CH2:24][CH2:25][CH2:26][CH3:27] |f:1.2.3.4.5.6|. Product: C(CCCCC)NC1=CC=C(C=C1)OC1CCN(CC1)C (4-(4-hexylaminophenyloxy)-1-methylpiperidine). Yield: 79.5%. Reported procedure: To a solution of the compound of Example 68 (1.5 g) in tetrahydrofuran (20 ml) was added lithium aluminum hydride (0.15 g) and the mixture was heated under reflux for hours. Water was added to the mixture and the precipitate formed was filtered off and the filtrate was concentrated. The residue was purified by silica gel column chromatography (developing solvent: methylene chloride/methanol=10/1 (v/v)) to obtain 4-(4-hexylaminophenyloxy)-1-methylpiperidine (0.92 g) as a brown oil. The oil was di... The solvent is O1CCCC1 (tetrahydrofuran). The reactants are C(C)(C)(C)OC(=O)N1CCC(CC1)OC1=CC=C(C=C1)NCCCCCC (1-tert-Butyloxycarbonyl-4-(4-hexylaminophenyloxy)piperidine), [H-].[Al+3].[Li+].[H-].[H-].[H-] (lithium aluminum hydride), O (Water).